Dataset: the Open Reaction Database (ORD), a public repository of structured organic reaction records. Task: describe an organic reaction: reactants, conditions, products, and yield The reactants are ice, COC(=O)N[C@H](C(=O)N1[C@@H](CC[C@@H]1C)C(=O)OCC)C(C)C (ethyl (2S,5S)-1-[(2S)-2-(methoxycarbonylamino)-3-methyl-butanoyl]-5-methyl-pyrrolidine-2-carboxylate), O.[OH-].[Li+] (lithium hydroxide monohydrate). The solvent is C(C)O (ethanol). Run at time 5 hour. Product: COC(=O)N[C@H](C(=O)N1[C@@H](CC[C@@H]1C)C(=O)O)C(C)C ((2S,5S)-1-[(2S)-2-(methoxycarbonylamino)-3-methyl-butanoyl]-5-methyl-pyrrolidine-2-carboxylic acid). The yield is 98.1%. Reaction SMILES: [CH3:1][O:2][C:3]([NH:5][C@@H:6]([CH:20]([CH3:22])[CH3:21])[C:7]([N:9]1[C@@H:13]([CH3:14])[CH2:12][CH2:11][C@H:10]1[C:15]([O:17]CC)=[O:16])=[O:8])=[O:4].O.[OH-].[Li+]>C(O)C>[CH3:1][O:2][C:3]([NH:5][C@@H:6]([CH:20]([CH3:22])[CH3:21])[C:7]([N:9]1[C@@H:13]([CH3:14])[CH2:12][CH2:11][C@H:10]1[C:15]([OH:17])=[O:16])=[O:8])=[O:4] |f:1.2.3|. Procedure: To an ice-cold stirred solution of ethyl (2S,5S)-1-[(2S)-2-(methoxycarbonylamino)-3-methyl-butanoyl]-5-methyl-pyrrolidine-2-carboxylate (5.6 g, 17.8 mmol) in ethanol (18 ml) is added a solution of lithium hydroxide monohydrate (17.8 mL of 1.7 M, 30.3 mmol). The reaction mixture is stirred for 5 hours at rt. The reaction mixture is concentrated, diluted with water, washed with ether. The aqueous solution is acidified with aq. 1N HCl, extracted with CH2Cl2. The combined extracts are washed with br...